From a dataset of the Open Reaction Database (ORD), a public repository of structured organic reaction records. describe an organic reaction: reactants, conditions, products, and yield Reactants: [Si](C1=CC=CC=C1)(C1=CC=CC=C1)(C(C)(C)C)OCC1=CC=C(C(=C1N1C[C@H](O[C@H](C1)C)C)Cl)F ((2R,6S)-[6-({[tert-butyl(diphenyl)silyl]oxy}methyl)-2-chloro-3-fluorophenyl]-2,6-dimethylmorpholine), [Li]N1C(CCCC1(C)C)(C)C (lithium 2,2,6,6-tetramethylpiperidide), [Si](C1=CC=CC=C1)(C1=CC=CC=C1)(C(C)(C)C)OCC1=CC=C(C(=C1N1C[C@H](O[C@H](C1)C)C)Cl)F ((2R,6S)-[6-({[tert-butyl(diphenyl)silyl]oxy}methyl)-2-chloro-3-fluorophenyl]-2,6-dimethylmorpholine), S1C(=NC=C1)C=O (1,3-thiazole-2-carbaldehyde). The product is [Si](C1=CC=CC=C1)(C1=CC=CC=C1)(C(C)(C)C)OCC=1C(=C(C(=C(C1)C1=CN=C(S1)CO)F)Cl)N1C[C@H](O[C@H](C1)C)C (5-({[tert-butyl(diphenyl)silyl]oxy}methyl-3-chloro-4-[(2R,6S)-2,6-dimethylmorpholin-4-yl]-2-fluorophenyl}(1,3-thiazol-2-yl)methanol). As a reaction SMILES: [Si:1]([O:18][CH2:19][C:20]1[C:25]([N:26]2[CH2:31][C@H:30]([CH3:32])[O:29][C@H:28]([CH3:33])[CH2:27]2)=[C:24]([Cl:34])[C:23]([F:35])=[CH:22][CH:21]=1)([C:14]([CH3:17])([CH3:16])[CH3:15])([C:8]1[CH:13]=[CH:12][CH:11]=[CH:10][CH:9]=1)[C:2]1[CH:7]=[CH:6][CH:5]=[CH:4][CH:3]=1.[S:36]1[CH:40]=[CH:39][N:38]=[C:37]1[CH:41]=[O:42].[Li]N1C(C)(C)CCCC1(C)C>>[Si:1]([O:18][CH2:19][C:20]1[C:25]([N:26]2[CH2:31][C@H:30]([CH3:32])[O:29][C@H:28]([CH3:33])[CH2:27]2)=[C:24]([Cl:34])[C:23]([F:35])=[C:22]([C:40]2[S:36][C:37]([CH2:41][OH:42])=[N:38][CH:39]=2)[CH:21]=1)([C:14]([CH3:16])([CH3:17])[CH3:15])([C:2]1[CH:7]=[CH:6][CH:5]=[CH:4][CH:3]=1)[C:8]1[CH:13]=[CH:12][CH:11]=[CH:10][CH:9]=1. Procedure: Starting material: (2R,6S)-4-[6-({[tert-butyl(diphenyl)silyl]oxy}methyl)-2-chloro-3-fluorophenyl]-2,6-dimethylmorpholine (Intermediate 42), 1,3-thiazole-2-carbaldehyde and lithium 2,2,6,6-tetramethylpiperidide. Starting materials: O=C(Cl)C(=O)Cl, CCCSc1nc2ccc(S(=O)(=O)NC(C(=O)O)C(C)C)cc2o1, ClCCl, CN(C)C=O. Yields the product CCCSc1nc2ccc(S(=O)(=O)NC(C(=O)Cl)C(C)C)cc2o1. As a reaction SMILES: [C:25]([Cl:26])(=[O:27])[C:29]([Cl:28])=[O:30].[CH3:1][CH:2]([CH:3]([C:4](=[O:5])[OH:6])[NH:7][S:8](=[O:9])(=[O:10])[c:11]1[cH:12][c:13]2[c:14]([n:15][c:16]([S:18][CH2:19][CH2:20][CH3:21])[o:17]2)[cH:22][cH:23]1)[CH3:24].[Cl:36][CH2:37][Cl:38].[O:31]=[CH:32][N:33]([CH3:34])[CH3:35]>>[CH3:1][CH:2]([CH:3]([C:4](=[O:5])[Cl:28])[NH:7][S:8](=[O:9])(=[O:10])[c:11]1[cH:12][c:13]2[c:14]([n:15][c:16]([S:18][CH2:19][CH2:20][CH3:21])[o:17]2)[cH:22][cH:23]1)[CH3:24].